describe an organic reaction: reactants, conditions, products, and yield From a dataset of the Open Reaction Database (ORD), a public repository of structured organic reaction records. Starting materials: O=C([O-])O, O=C(OO)c1cccc(Cl)c1, C=C(Cl)Cl, [K+], O=C(O)c1ccc(COc2ccc(SCc3ccc4ccccc4n3)cc2)cc1. Product: O=C(O)c1ccc(COc2ccc(S(=O)Cc3ccc4ccccc4n3)cc2)cc1. RXN SMILES: [C:41](=[O:42])([O-:43])[OH:44].[Cl:30][c:31]1[cH:32][cH:33][cH:34][c:35]([C:36]([O:37][OH:39])=[O:38])[cH:40]1.[Cl:46][C:47]([Cl:48])=[CH2:49].[K+:45].[n:1]1[c:2]([CH2:11][S:12][c:13]2[cH:14][cH:15][c:16]([O:17][CH2:18][c:19]3[cH:20][cH:21][c:22]([C:23](=[O:24])[OH:25])[cH:26][cH:27]3)[cH:28][cH:29]2)[cH:3][cH:4][c:5]2[cH:6][cH:7][cH:8][cH:9][c:10]12>>[n:1]1[c:2]([CH2:11][S:12]([c:13]2[cH:14][cH:15][c:16]([O:17][CH2:18][c:19]3[cH:20][cH:21][c:22]([C:23](=[O:24])[OH:25])[cH:26][cH:27]3)[cH:28][cH:29]2)=[O:38])[cH:3][cH:4][c:5]2[cH:6][cH:7][cH:8][cH:9][c:10]12. Product: CC1(CCN(C2=CC(=CC=C12)/C=C/C1=CC=C(C(=O)O)C=C1)C1=CC=C(C=C1)C)C ((E)-4-(2-(4,4-dimethyl-1,2,3,4-tetrahydro-N-(4-methylphenyl)quinolin-7-yl)ethenyl)benzoic acid). Reported procedure: To a solution of 0.033 g (0.08 mmol) of ethyl (E)-4-(2-(4,4-dimethyl-1,2,3,4-tetrahydro-N-(4-methylphenyl)quinolin-7-yl)ethenyl)benzoate (Compound 13) in 4.0 mL of tetrahydrofuran and 1.0 mL of methanol was added 1.0 mL (0.6 mmol) of 0.6M aqueous LiOH. The resulting solution was stirred at room temperature for 48 hours. The mixture was concentrated in vacuo, water was added, and the mixture was extracted with ethyl acetate (2x). The combined organic layers were washed with brine, dried (MgSO4), ... Reactants: CC1(CCN(C2=CC(=CC=C12)/C=C/C1=CC=C(C(=O)OCC)C=C1)C1=CC=C(C=C1)C)C (ethyl (E)-4-(2-(4,4-dimethyl-1,2,3,4-tetrahydro-N-(4-methylphenyl)quinolin-7-yl)ethenyl)benzoate), CC1(CCN(C2=CC(=CC=C12)/C=C/C1=CC=C(C(=O)[O-])C=C1)C1=CC=C(C=C1)C)C ((E)-4-(2-(4,4-Dimethyl-1,2,3,4-tetrahydro-N-(4-methylphenyl)quinolin-7-yl)ethenyl)-benzoate), [Li+].[OH-] (LiOH). Reaction conditions: time 48 hour. The solvent is O1CCCC1 (tetrahydrofuran), CO (methanol). RXN SMILES: [CH3:1][C:2]1([CH3:32])[C:11]2[C:6](=[CH:7][C:8](/[CH:12]=[CH:13]/[C:14]3[CH:24]=[CH:23][C:17]([C:18]([O:20]CC)=[O:19])=[CH:16][CH:15]=3)=[CH:9][CH:10]=2)[N:5]([C:25]2[CH:30]=[CH:29][C:28]([CH3:31])=[CH:27][CH:26]=2)[CH2:4][CH2:3]1.CC1(C)C2C(=CC(/C=C/C3C=CC(C([O-])=O)=CC=3)=CC=2)N(C2C=CC(C)=CC=2)CC1.[Li+].[OH-]>O1CCCC1.CO>[CH3:1][C:2]1([CH3:32])[C:11]2[C:6](=[CH:7][C:8](/[CH:12]=[CH:13]/[C:14]3[CH:24]=[CH:23][C:17]([C:18]([OH:20])=[O:19])=[CH:16][CH:15]=3)=[CH:9][CH:10]=2)[N:5]([C:25]2[CH:26]=[CH:27][C:28]([CH3:31])=[CH:29][CH:30]=2)[CH2:4][CH2:3]1 |f:2.3|. Reactants: ClC1=CC2=C(C(OC(N2)=O)(C)C)C=C1O (7-chloro-6-hydroxy-4,4-dimethyl-4H-3,1-benzoxazin-2-one), CC1=CC=C(C=C1)SCCCCCl (4-(4-methylphenylmercapto)-butylchloride). Product: ClC1=CC2=C(C(OC(N2)=O)(C)C)C=C1OCCCCSC1=CC=C(C=C1)C (7-Chloro-6-[4-(4-methyl-phenylmercapto)-butoxy]-4,4-dimethyl-4H-3,1-benzoxazin-2-one). Reaction SMILES: [Cl:1][C:2]1[C:14]([OH:15])=[CH:13][C:5]2[C:6]([CH3:12])([CH3:11])[O:7][C:8](=[O:10])[NH:9][C:4]=2[CH:3]=1.[CH3:16][C:17]1[CH:22]=[CH:21][C:20]([S:23][CH2:24][CH2:25][CH2:26][CH2:27]Cl)=[CH:19][CH:18]=1>>[Cl:1][C:2]1[C:14]([O:15][CH2:27][CH2:26][CH2:25][CH2:24][S:23][C:20]2[CH:19]=[CH:18][C:17]([CH3:16])=[CH:22][CH:21]=2)=[CH:13][C:5]2[C:6]([CH3:12])([CH3:11])[O:7][C:8](=[O:10])[NH:9][C:4]=2[CH:3]=1. Procedure: Prepared analogously to Example 4 from 7-chloro-6-hydroxy-4,4-dimethyl-4H-3,1-benzoxazin-2-one and 4-(4-methylphenylmercapto)-butylchloride.